This data is from the Open Reaction Database (ORD), a public repository of structured organic reaction records. The task is: describe an organic reaction: reactants, conditions, products, and yield Starting materials: ClC=1C=NC=C(C1SC1=C(C=C(S1)C(=O)Cl)[N+](=O)[O-])Cl (5-[(3,5-dichloro-4-pyridyl)sulfanyl]-4-nitro-thiophene-2-carbonyl chloride), CC=1C=C(CN)C=CC1 (3-methylbenzylamine). The product is ClC=1C=NC=C(C1SC1=C(C=C(S1)C(=O)NCC1=CC(=CC=C1)C)[N+](=O)[O-])Cl (5-((3,5-dichloropyridin-4-yl)thio)-N-(3-methylbenzyl)-4-nitrothiophene-2-carboxamide), solid. The yield is 24.0%. As a reaction SMILES: [Cl:1][C:2]1[CH:3]=[N:4][CH:5]=[C:6]([Cl:20])[C:7]=1[S:8][C:9]1[S:13][C:12]([C:14](Cl)=[O:15])=[CH:11][C:10]=1[N+:17]([O-:19])=[O:18].[CH3:21][C:22]1[CH:23]=[C:24]([CH:27]=[CH:28][CH:29]=1)[CH2:25][NH2:26]>>[Cl:1][C:2]1[CH:3]=[N:4][CH:5]=[C:6]([Cl:20])[C:7]=1[S:8][C:9]1[S:13][C:12]([C:14]([NH:26][CH2:25][C:24]2[CH:27]=[CH:28][CH:29]=[C:22]([CH3:21])[CH:23]=2)=[O:15])=[CH:11][C:10]=1[N+:17]([O-:19])=[O:18]. Procedure: Prepared according to the procedure described for example 50 from 5-[(3,5-dichloro-4-pyridyl)sulfanyl]-4-nitro-thiophene-2-carbonyl chloride (120 mg, 0.33 mmol) and 3-methylbenzylamine (47.0 mg, 0.39 mmol). The title compound was obtained as a solid (35 mg, 24% yield). 1H NMR (400 MHz, d6-DMSO) δ: 9.36 (1H, m), 8.99 (2H, s), 8.48 (1H, s), 7.20 (1H, m), 7.09 (3H, m), 4.35 (2H, m), 2.27 (3H, s). MS m/z: 452.12, 454.14 [M+H]+.